This data is from the Open Reaction Database (ORD), a public repository of structured organic reaction records. The task is: describe an organic reaction: reactants, conditions, products, and yield Starting materials: O=C(O)c1ccc(C(=O)N2CCCC2)c(Br)c1, O=C([O-])[O-], CN(C)C=O, [Cs+], [Cs+], CI. Product: COC(=O)c1ccc(C(=O)N2CCCC2)c(Br)c1. Reaction SMILES: [Br:1][c:2]1[cH:3][c:4]([C:5](=[O:6])[OH:7])[cH:8][cH:9][c:10]1[C:11](=[O:12])[N:13]1[CH2:14][CH2:15][CH2:16][CH2:17]1.[C:18](=[O:19])([O-:20])[O-:21].[CH3:26][N:27]([CH3:28])[CH:29]=[O:30].[Cs+:22].[Cs+:23].[I:24][CH3:25]>>[Br:1][c:2]1[cH:3][c:4]([C:5](=[O:6])[O:7][CH3:18])[cH:8][cH:9][c:10]1[C:11](=[O:12])[N:13]1[CH2:14][CH2:15][CH2:16][CH2:17]1. Reactants: CC1=C(C(=C2C(=N1)SC1=C2CCCC1)C1=CC=C(C=C1)C)CC(=O)OC (methyl [2-methyl-4-(p-tolyl)-5,6,7,8-tetrahydro[1]benzothieno[2,3-b]pyridin-3-yl]acetate), [Li+].C[Si](C)(C)[N-][Si](C)(C)C (LHMDS), C1CCOC1 (THF), FC(CCI)(F)F (1,1,1-trifluoro-3-iodopropane). Run in CN(C)C=O (DMF). The product is CC1=C(C(=C2C(=N1)SC1=C2CCCC1)C1=CC=C(C=C1)C)C(C(=O)OC)CCC(F)(F)F (Methyl 2-[2-methyl-4-(p-tolyl)-5,6,7,8-tetrahydro[1]benzothieno[2,3-b]pyridin-3-yl]-5,5,5-trifluoropentanoate). Isolated yield 26.4%. As a reaction SMILES: [CH3:1][C:2]1[N:7]=[C:6]2[S:8][C:9]3[CH2:14][CH2:13][CH2:12][CH2:11][C:10]=3[C:5]2=[C:4]([C:15]2[CH:20]=[CH:19][C:18]([CH3:21])=[CH:17][CH:16]=2)[C:3]=1[CH2:22][C:23]([O:25][CH3:26])=[O:24].[Li+].C[Si]([N-][Si](C)(C)C)(C)C.C1COCC1.[F:42][C:43]([F:48])([F:47])[CH2:44][CH2:45]I>CN(C=O)C>[CH3:1][C:2]1[N:7]=[C:6]2[S:8][C:9]3[CH2:14][CH2:13][CH2:12][CH2:11][C:10]=3[C:5]2=[C:4]([C:15]2[CH:16]=[CH:17][C:18]([CH3:21])=[CH:19][CH:20]=2)[C:3]=1[CH:22]([CH2:45][CH2:44][C:43]([F:48])([F:47])[F:42])[C:23]([O:25][CH3:26])=[O:24] |f:1.2|. Reported procedure: This compound was prepared according to the procedure C from methyl [2-methyl-4-(p-tolyl)-5,6,7,8-tetrahydro[1]benzothieno[2,3-b]pyridin-3-yl]acetate (0.183 g; 0.5 mmol), LHMDS 1N in THF (0.75 mL; 0.75 mmol), 1,1,1-trifluoro-3-iodopropane (0.117 mL; 1 mmol) in DMF (2.5 mL) for 18 h. Purification by flash chromatography on silica gel using a gradient of ethyl acetate (3-30%) in heptane furnished 0.061 g (25%) of the title compound as a yellow oil. Reactants: Cc1cc(O)cc(C)c1N, CCOC(C)=O, CCCCCC, O=Cc1ccccc1O. The product is Cc1cc(O)cc(C)c1N=Cc1ccccc1O. RXN SMILES: [CH3:1][c:2]1[cH:3][c:4]([OH:5])[cH:6][c:7]([CH3:8])[c:9]1[NH2:10].[CH3:20][CH2:21][O:22][C:23](=[O:24])[CH3:25].[CH3:26][CH2:27][CH2:28][CH2:29][CH2:30][CH3:31].[CH:11](=[O:12])[c:13]1[cH:14][cH:15][cH:16][cH:17][c:18]1[OH:19]>>[CH3:1][c:2]1[cH:3][c:4]([OH:5])[cH:6][c:7]([CH3:8])[c:9]1[N:10]=[CH:11][c:13]1[cH:14][cH:15][cH:16][cH:17][c:18]1[OH:19]. Product: ClC1=C(C2=C(OCO2)C(=C1)C#CCOC)NC1=NC=NC2=CC(=C(C=C12)OC)OCCCN1[C@H](CCC1)CO (((2R)-1-{3-[(4-{[5-chloro-7-(3-methoxyprop-1-yn-1-yl)-1,3-benzodioxol-4-yl]amino}-6-methoxyquinazolin-7-yl)oxy]propyl}pyrrolidin-2-yl)methanol). Procedure details: N-[5-chloro-7-(3-methoxyprop-1-yn-1-yl)-1,3-benzodioxol-4-yl]-7-(3-chloropropoxy)-6-methoxyquinazolin-4-amine (0.165 g) was dissolved in 2-methoxyethanol (5 ml) then (R)-(−)-2-pyrrolidinemethanol (0.516 g) was added and the mixture heated to 110° C. for 50 minutes. The reaction mixture was cooled to room temperature and diluted with dichloromethane, washed with water and brine, dried over magnesium sulfate and then evaporated. The residue was purified by column chromatography on silica using inc... Run in COCCO (2-methoxyethanol), ClCCl (dichloromethane). Reaction SMILES: [Cl:1][C:2]1[CH:10]=[C:9]([C:11]#[C:12][CH2:13][O:14][CH3:15])[C:5]2[O:6][CH2:7][O:8][C:4]=2[C:3]=1[NH:16][C:17]1[C:26]2[C:21](=[CH:22][C:23]([O:29][CH2:30][CH2:31][CH2:32]Cl)=[C:24]([O:27][CH3:28])[CH:25]=2)[N:20]=[CH:19][N:18]=1.[NH:34]1[CH2:38][CH2:37][CH2:36][C@@H:35]1[CH2:39][OH:40]>COCCO.ClCCl>[Cl:1][C:2]1[CH:10]=[C:9]([C:11]#[C:12][CH2:13][O:14][CH3:15])[C:5]2[O:6][CH2:7][O:8][C:4]=2[C:3]=1[NH:16][C:17]1[C:26]2[C:21](=[CH:22][C:23]([O:29][CH2:30][CH2:31][CH2:32][N:34]3[CH2:38][CH2:37][CH2:36][C@@H:35]3[CH2:39][OH:40])=[C:24]([O:27][CH3:28])[CH:25]=2)[N:20]=[CH:19][N:18]=1. Starting materials: ClC1=C(C2=C(OCO2)C(=C1)C#CCOC)NC1=NC=NC2=CC(=C(C=C12)OC)OCCCCl (N-[5-chloro-7-(3-methoxyprop-1-yn-1-yl)-1,3-benzodioxol-4-yl]-7-(3-chloropropoxy)-6-methoxyquinazolin-4-amine), N1[C@H](CCC1)CO ((R)-(−)-2-pyrrolidinemethanol). The yield is 182.6%. Reaction conditions: temperature 110 celsius.